This data is from the Open Reaction Database (ORD), a public repository of structured organic reaction records. The task is: describe an organic reaction: reactants, conditions, products, and yield The reactants are COC(CNCCC1=CC(=C(C=C1)NC(=O)C=1C(=CC=CC1)C1=CC=C(C=C1)C(F)(F)F)C(N(C)C)=O)=O (({3-dimethylcarbamoyl-4-[(4′-trifluoromethylbiphenyl-2-carbonyl)amino]benzyl}methylamino)acetic acid methyl ester), CO (methanol), [OH-].[Na+] (sodium hydroxide). Solvent: C1CCOC1 (THF). Conditions: temperature 50 celsius, time 2 hour. Yields the product CN(C(=O)C=1C=C(CCNCC(=O)O)C=CC1NC(=O)C=1C(=CC=CC1)C1=CC=C(C=C1)C(F)(F)F)C (({3-Dimethylcarbamoyl-4-[(4′-trifluoromethylbiphenyl-2-carbonyl)amino]benzyl}methylamino)acetic acid). Yield: 94.2%. RXN SMILES: C[O:2][C:3](=[O:38])[CH2:4][NH:5][CH2:6][CH2:7][C:8]1[CH:13]=[CH:12][C:11]([NH:14][C:15]([C:17]2[C:18]([C:23]3[CH:28]=[CH:27][C:26]([C:29]([F:32])([F:31])[F:30])=[CH:25][CH:24]=3)=[CH:19][CH:20]=[CH:21][CH:22]=2)=[O:16])=[C:10]([C:33](=[O:37])[N:34]([CH3:36])[CH3:35])[CH:9]=1.CO.[OH-].[Na+]>C1COCC1>[CH3:36][N:34]([CH3:35])[C:33]([C:10]1[CH:9]=[C:8]([CH:13]=[CH:12][C:11]=1[NH:14][C:15]([C:17]1[C:18]([C:23]2[CH:24]=[CH:25][C:26]([C:29]([F:30])([F:32])[F:31])=[CH:27][CH:28]=2)=[CH:19][CH:20]=[CH:21][CH:22]=1)=[O:16])[CH2:7][CH2:6][NH:5][CH2:4][C:3]([OH:38])=[O:2])=[O:37] |f:2.3|. Procedure: To a mixed solution of ({3-dimethylcarbamoyl-4-[(4′-trifluoromethylbiphenyl-2-carbonyl)amino]benzyl}methylamino)acetic acid methyl ester (120 mg) in THF (1 mL)-methanol (3 mL) was added 4N aqueous sodium hydroxide (0.2 mL) The mixture was stirred at 50° C. for 2 hours under heating, allowed to stand for cooling down to room temperature, and concentrated in vacuo. After addition of water to the residue, 1N hydrochloric acid was added portionwise to the aqueous solution under ice-cooling to adjust...